From a dataset of the Open Reaction Database (ORD), a public repository of structured organic reaction records. describe an organic reaction: reactants, conditions, products, and yield The reactants are ClC(=O)OCC (ethyl chloroformate), COC=1C=C(O[C@H]2[C@@H](CN(CC2)C)C2=CC=CC=C2)C=CC1 (trans-4-(3-methoxyphenoxy)-1-methyl-3-phenylpiperidine), C([O-])([O-])=O.[K+].[K+] (potassium carbonate), ClC(=O)OCC (ethyl chloroformate). Solvent: C1=CC=CC=C1 (benzene). The product is C(C)OC(=O)N1C[C@H]([C@@H](CC1)OC1=CC(=CC=C1)OC)C1=CC=CC=C1 (Trans-1-ethoxycarbonyl-4-(3-methoxyphenoxy)-3-phenylpiperidine). As a reaction SMILES: [CH3:1][O:2][C:3]1[CH:4]=[C:5]([CH:20]=[CH:21][CH:22]=1)[O:6][C@@H:7]1[CH2:12][CH2:11][N:10](C)[CH2:9][C@H:8]1[C:14]1[CH:19]=[CH:18][CH:17]=[CH:16][CH:15]=1.C(=O)([O-])[O-].[K+].[K+].Cl[C:30]([O:32][CH2:33][CH3:34])=[O:31]>C1C=CC=CC=1>[CH2:33]([O:32][C:30]([N:10]1[CH2:11][CH2:12][C@@H:7]([O:6][C:5]2[CH:20]=[CH:21][CH:22]=[C:3]([O:2][CH3:1])[CH:4]=2)[C@H:8]([C:14]2[CH:19]=[CH:18][CH:17]=[CH:16][CH:15]=2)[CH2:9]1)=[O:31])[CH3:34] |f:1.2.3|. Procedure details: A mixture of 0.45 g of trans-4-(3-methoxyphenoxy)-1-methyl-3-phenylpiperidine, 0.31 g of anhydrous potassium carbonate, 0.22 ml of ethyl chloroformate and 4 ml of anhydrous benzene is stirred for a few minutes at room temperature, then refluxed overnight. Another 0.11 ml of ethyl chloroformate is added, the mixture is refluxed for another 4 hours, then cooled and partitioned between 25 ml of ether and 25 ml of water. The aqueous phase is extracted with another 25 ml of ether, and the combined et...